From a dataset of the Open Reaction Database (ORD), a public repository of structured organic reaction records. describe an organic reaction: reactants, conditions, products, and yield Reactants: ClC1=NC=CN=C1Cl (2,3-dichloropyrazine), C(C1=CC=CC=C1)N1C[C@H](N[C@H](C1)C)C (1-benzyl-cis-3,5-dimethylpiperazine), C(CCC)N(CCCC)CCCC (tributylamine), C1(=CC=CC=C1)OC1=CC=CC=C1 (diphenyl ether). The solvent is C1(=CC=CC=C1)C (toluene), CCOC(=O)C (EtOAc). Run at temperature 220 celsius. Product: C(C1=CC=CC=C1)N1C[C@@H](N([C@@H](C1)C)C1=NC=CN=C1Cl)C (4-Benzyl-1-(3-chloro-2-pyrazinyl)-cis-2,6-dimethylpiperazine). RXN SMILES: Cl[C:2]1[C:7]([Cl:8])=[N:6][CH:5]=[CH:4][N:3]=1.[CH2:9]([N:16]1[CH2:21][C@H:20]([CH3:22])[NH:19][C@H:18]([CH3:23])[CH2:17]1)[C:10]1[CH:15]=[CH:14][CH:13]=[CH:12][CH:11]=1.C(N(CCCC)CCCC)CCC.C1(OC2C=CC=CC=2)C=CC=CC=1>C1(C)C=CC=CC=1.CCOC(C)=O>[CH2:9]([N:16]1[CH2:17][C@@H:18]([CH3:23])[N:19]([C:2]2[C:7]([Cl:8])=[N:6][CH:5]=[CH:4][N:3]=2)[C@@H:20]([CH3:22])[CH2:21]1)[C:10]1[CH:11]=[CH:12][CH:13]=[CH:14][CH:15]=1. Procedure details: A mixture of 2,3-dichloropyrazine (4.9 g, 32.9 mmol), 1-benzyl-cis-3,5-dimethylpiperazine (5.9 g, 29.0 mmol), tributylamine (5.9 g, 32 mmol) and diphenyl ether (70 mL) was heated in a sealed tube at 220° C. for 3 days. The reaction mixture was cooled to ambient temperature and EtOAc (200 mL) and toluene (100 mL) were added. The organic phase was extracted with 5 M aqueous HCl (×3) and the combined aqueous phases were extracted with CHCl3 (×3). The combined organic layers, which contained the pro... Starting materials: C(=O)(Cl)Cl (Phosgene), NC1=C(C(=O)NOCC=C)C=C(C(=C1)F)F (2-amino-N-allyloxy-4,5-difluorobenzamide), O (water), solution, C1(=CC=CC=C1)C (toluene). Solvent: O1CCOCC1 (dioxane). Product: C(C=C)ON1C(NC2=CC(=C(C=C2C1=O)F)F)=O (3-Allyloxy-6,7-difluoro-1H-quinazoline-2,4-dione). As a reaction SMILES: [C:1](Cl)(Cl)=[O:2].C1(C)C=CC=CC=1.[NH2:12][C:13]1[CH:25]=[C:24]([F:26])[C:23]([F:27])=[CH:22][C:14]=1[C:15]([NH:17][O:18][CH2:19][CH:20]=[CH2:21])=[O:16].O>O1CCOCC1>[CH2:19]([O:18][N:17]1[C:15](=[O:16])[C:14]2[C:13](=[CH:25][C:24]([F:26])=[C:23]([F:27])[CH:22]=2)[NH:12][C:1]1=[O:2])[CH:20]=[CH2:21]. Procedure: Phosgene, as a 12.5% solution in toluene (9.4 mL, 12 mmol), was added to a solution of 2-amino-N-allyloxy-4,5-difluorobenzamide (Example Y-3, 2.08 g, 9.1 mmol) in 75 mL of dioxane. The solution was heated at reflux for 20 hours and then poured into 200 mL of water. The aqueous solution was extracted with ethyl acetate, and the combined organic fractions were washed with water and brine and dried over magnesium sulfate. The solution was concentrated to give 2.18 g of the title compound as a solid... Reactants: C1(CC1)NC1=NC=CC(=N1)C=1C(=NN2C1C=CC=C2)C2=CC(=NC=C2)NC(C)C (N-cyclopropyl-4-{2-[2-(isopropylamino)-4-pyridinyl]pyrazolo[1,5-a]pyridin-3-yl}-2-pyrimidinamine), C(CCC)[Li] (n-butyllithium), resultant mixture, C(Cl)(Cl)(Cl)Cl (carbon tetrachloride). Run in O1CCCC1 (tetrahydrofuran). Run at temperature -78 celsius, time 30 minute. The product is ClC1=CC=CC=2N1N=C(C2C2=NC(=NC=C2)NC2CC2)C2=CC(=NC=C2)NC(C)C (4-{7-chloro-2-[2-(isopropylamino)-4-pyridinyl]pyrazolo[1,5-a]pyridin-3-yl}-N-cyclopropyl-2-pyrimidinamine). RXN SMILES: [CH:1]1([NH:4][C:5]2[N:10]=[C:9]([C:11]3[C:12]([C:20]4[CH:25]=[CH:24][N:23]=[C:22]([NH:26][CH:27]([CH3:29])[CH3:28])[CH:21]=4)=[N:13][N:14]4[CH:19]=[CH:18][CH:17]=[CH:16][C:15]=34)[CH:8]=[CH:7][N:6]=2)[CH2:3][CH2:2]1.C([Li])CCC.C(Cl)(Cl)(Cl)[Cl:36]>O1CCCC1>[Cl:36][C:19]1[N:14]2[N:13]=[C:12]([C:20]3[CH:25]=[CH:24][N:23]=[C:22]([NH:26][CH:27]([CH3:29])[CH3:28])[CH:21]=3)[C:11]([C:9]3[CH:8]=[CH:7][N:6]=[C:5]([NH:4][CH:1]4[CH2:3][CH2:2]4)[N:10]=3)=[C:15]2[CH:16]=[CH:17][CH:18]=1. Reported procedure: To a cold (−78° C.) solution of N-cyclopropyl-4-{2-[2-(isopropylamino)-4-pyridinyl]pyrazolo[1,5-a]pyridin-3-yl}-2-pyrimidinamine (178 mg, 0.462 mmol) in tetrahydrofuran (15 mL) was added n-butyllithium (866 μL, 1.6 M in hexanes, 1.39 mmol) dropwise. The reaction mixture was stirred at −78° C. for 30 minutes, then carbon tetrachloride (179 μL, 1.85 mmol) was added dropwise. The resultant mixture was warmed to room temperature and stirred 2 hours. The reaction mixture was quenched with water and d... Reactants: FC(C(CC(=O)C=1SC(=CC1)C1=CC(=CC=C1)S(=O)(=O)C)=O)(F)F (4,4,4-Trifluoro-1-[5-(3-methanesulfonyl-phenyl)-thiophen-2-yl]-butane-1,3-dione), NN (hydrazine). Run in C1(=CC=CC=C1)C (toluene). Run at temperature 100 celsius. Product: CS(=O)(=O)C=1C=C(C=CC1)C1=CC=C(S1)C1=NNC(=C1)C(F)(F)F (3-[5-(3-Methanesulfonyl-phenyl)-thiophen-2-yl]-5-trifluoromethyl-1H-pyrazole). RXN SMILES: [F:1][C:2]([F:24])([F:23])[C:3](=O)[CH2:4][C:5]([C:7]1[S:8][C:9]([C:12]2[CH:17]=[CH:16][CH:15]=[C:14]([S:18]([CH3:21])(=[O:20])=[O:19])[CH:13]=2)=[CH:10][CH:11]=1)=O.[NH2:25][NH2:26]>C1(C)C=CC=CC=1>[CH3:21][S:18]([C:14]1[CH:13]=[C:12]([C:9]2[S:8][C:7]([C:5]3[CH:4]=[C:3]([C:2]([F:24])([F:23])[F:1])[NH:26][N:25]=3)=[CH:11][CH:10]=2)[CH:17]=[CH:16][CH:15]=1)(=[O:20])=[O:19]. Procedure: Into a 100 mL flask was weighed 5.18 g (13.8 mmol) of 4,4,4-Trifluoro-1-[5-(3-methanesulfonyl-phenyl)-thiophen-2-yl]-butane-1,3-dione, 50 mL of toluene, and 450 μL (14.3 mmol) of hydrazine. The resulting solution was heated at 100° C. for 21 h. The reaction was then concentrated in vacuo and was partially purified by silica gel flash chromatography (Jones Flashmaster, 70 g SiO2, gradient elution from 100% hexanes to 20% ethyl acetate over 30 minutes. Appropriate fractions were combined, concentr... Reactants: CC=1C(NC2=CC=C(C=C2N1)OCCCCC(=O)O)=O (3-methyl-6-(4-carboxybutoxy)-2-oxo-1,2-dihydroquinoxaline), C(C)C=1C(NC2=CC=C(C=C2N1)OCCCCC(=O)O)=O (3-ethyl-6-(4-carboxy butoxy)-2-oxo,1,2-dihydroquinoxaline). Yields the product C(C)C=1C(NC2=CC=C(C=C2N1)OCCCCC(=O)N(CCO)C1CCCCC1)=O (3-ethyl-6-[4-(N-cyclohexyl-N-2-hydroxyethylamino-carbonyl) butoxy]-2-oxo-1,2-dihydroquinoxaline). Yield: 47.2%. Reaction SMILES: C[C:2]1[C:3](=[O:20])N[C:5]2[C:10]([N:11]=1)=[CH:9][C:8](OCCCCC(O)=O)=[CH:7][CH:6]=2.[CH2:21]([C:23]1[C:24](=[O:41])[NH:25][C:26]2[C:31]([N:32]=1)=[CH:30][C:29]([O:33][CH2:34][CH2:35][CH2:36][CH2:37][C:38]([OH:40])=O)=[CH:28][CH:27]=2)[CH3:22]>>[CH2:21]([C:23]1[C:24](=[O:41])[NH:25][C:26]2[C:31]([N:32]=1)=[CH:30][C:29]([O:33][CH2:34][CH2:35][CH2:36][CH2:37][C:38]([N:11]([CH:10]1[CH2:5][CH2:6][CH2:7][CH2:8][CH2:9]1)[CH2:2][CH2:3][OH:20])=[O:40])=[CH:28][CH:27]=2)[CH3:22]. Procedure: In Example 70 the compound 1037 was replaced by compound 1013 to obtain the compound 1015. RXN SMILES: [CH2:58]([c:59]1[cH:60][cH:61][cH:62][cH:63][cH:64]1)[NH:65][CH2:66][CH2:67][C:68](=[O:69])[NH2:70].[CH3:74][C:75]#[N:76].[CH3:77][CH2:78][OH:79].[Cl:1][CH2:2][CH2:3][CH2:4][O:5][c:6]1[cH:7][c:8]([CH3:57])[c:9]([CH2:12][c:13]2[c:14]([O:21][CH:22]3[CH:23]([O:24][C:25]([C:26]([CH3:27])([CH3:28])[CH3:29])=[O:30])[CH:31]([O:32][C:33]([C:34]([CH3:35])([CH3:36])[CH3:37])=[O:38])[CH:39]([O:40][C:41]([C:42]([CH3:43])([CH3:44])[CH3:45])=[O:46])[CH:47]([CH2:49][O:50][C:51]([C:52]([CH3:53])([CH3:54])[CH3:55])=[O:56])[O:48]3)[n:15][nH:16][c:17]2[CH:18]([CH3:19])[CH3:20])[cH:10][cH:11]1.[ClH:73].[I-:72].[Na+:71]>>[CH2:2]([CH2:3][CH2:4][O:5][c:6]1[cH:7][c:8]([CH3:57])[c:9]([CH2:12][c:13]2[c:14]([O:21][CH:22]3[CH:23]([O:24][C:25]([C:26]([CH3:27])([CH3:28])[CH3:29])=[O:30])[CH:31]([O:32][C:33]([C:34]([CH3:35])([CH3:36])[CH3:37])=[O:38])[CH:39]([O:40][C:41]([C:42]([CH3:43])([CH3:44])[CH3:45])=[O:46])[CH:47]([CH2:49][O:50][C:51]([C:52]([CH3:53])([CH3:54])[CH3:55])=[O:56])[O:48]3)[n:15][nH:16][c:17]2[CH:18]([CH3:19])[CH3:20])[cH:10][cH:11]1)[N:65]([CH2:58][c:59]1[cH:60][cH:61][cH:62][cH:63][cH:64]1)[CH2:66][CH2:67][C:68](=[O:69])[NH2:70]. Yields the product Cc1cc(OCCCN(CCC(N)=O)Cc2ccccc2)ccc1Cc1c(OC2OC(COC(=O)C(C)(C)C)C(OC(=O)C(C)(C)C)C(OC(=O)C(C)(C)C)C2OC(=O)C(C)(C)C)n[nH]c1C(C)C. The reactants are NC(=O)CCNCc1ccccc1, CC#N, CCO, Cc1cc(OCCCCl)ccc1Cc1c(OC2OC(COC(=O)C(C)(C)C)C(OC(=O)C(C)(C)C)C(OC(=O)C(C)(C)C)C2OC(=O)C(C)(C)C)n[nH]c1C(C)C, Cl, [I-], [Na+]. Reactants: C1(CC1)CNCC1=CC=C(S1)B(O)O ((5-{[(cyclopropylmethyl)amino]methyl}-2-thienyl)boronic acid), BrC=1C=C2C(=CNC2=C(C1)C(=O)N)C1CCN(CC1)S(=O)(=O)CC (5-bromo-3-[1-(ethylsulfonyl)-4-piperidinyl]-1H-indole-7-carboxamide), C([O-])([O-])=O.[K+].[K+] (potassium carbonate). Reagents/catalysts: C=1C=CC(=CC1)[P](C=2C=CC=CC2)(C=3C=CC=CC3)[Pd]([P](C=4C=CC=CC4)(C=5C=CC=CC5)C=6C=CC=CC6)([P](C=7C=CC=CC7)(C=8C=CC=CC8)C=9C=CC=CC9)[P](C=1C=CC=CC1)(C=1C=CC=CC1)C=1C=CC=CC1 (tetrakis(triphenylphosphine)palladium(0)). The product is C1(CC1)CNCC1=CC=C(S1)C=1C=C2C(=CNC2=C(C1)C(=O)N)C1CCN(CC1)S(=O)(=O)CC (5-(5-{[(cyclopropylmethyl)amino]methyl}-2-thienyl)-3-[1-(ethylsulfonyl)-4-piperidinyl]-1H-indole-7-carboxamide). Yield: 20.0%. As a reaction SMILES: [CH:1]1([CH2:4][NH:5][CH2:6][C:7]2[S:11][C:10](B(O)O)=[CH:9][CH:8]=2)[CH2:3][CH2:2]1.Br[C:16]1[CH:17]=[C:18]2[C:22](=[C:23]([C:25]([NH2:27])=[O:26])[CH:24]=1)[NH:21][CH:20]=[C:19]2[CH:28]1[CH2:33][CH2:32][N:31]([S:34]([CH2:37][CH3:38])(=[O:36])=[O:35])[CH2:30][CH2:29]1.C(=O)([O-])[O-].[K+].[K+]>C1C=CC([P]([Pd]([P](C2C=CC=CC=2)(C2C=CC=CC=2)C2C=CC=CC=2)([P](C2C=CC=CC=2)(C2C=CC=CC=2)C2C=CC=CC=2)[P](C2C=CC=CC=2)(C2C=CC=CC=2)C2C=CC=CC=2)(C2C=CC=CC=2)C2C=CC=CC=2)=CC=1>[CH:1]1([CH2:4][NH:5][CH2:6][C:7]2[S:11][C:10]([C:16]3[CH:17]=[C:18]4[C:22](=[C:23]([C:25]([NH2:27])=[O:26])[CH:24]=3)[NH:21][CH:20]=[C:19]4[CH:28]3[CH2:29][CH2:30][N:31]([S:34]([CH2:37][CH3:38])(=[O:35])=[O:36])[CH2:32][CH2:33]3)=[CH:9][CH:8]=2)[CH2:3][CH2:2]1 |f:2.3.4,^1:48,50,69,88|. Procedure: Following the general procedure of 5-{5-[(ethylamino)methyl]-2-thienyl}-3-[1-(ethylsulfonyl)-4-piperidinyl]-1H-indole-7-carboxamide, (5-formyl-2-thienyl)boronic acid (50 mg, 0.32 mmol), (cyclopropylmethyl)amine (0.027 mL, 0.32 mmol), and NaCNBH3 (40 mg, 0.64 mmol) were reacted to give 73 mg of crude (5-{[(cyclopropylmethyl)amino]methyl}-2-thienyl)boronic acid. The crude (5-{[(cyclopropylmethyl)amino]methyl}-2-thienyl)boronic acid was then reacted with 5-bromo-3-[1-(ethylsulfonyl)-4-piperidinyl]-... Starting materials: [Br-], COCOC1CN(c2cc(C(C)=O)cc(C(C)(C)C)c2OC)CC1O, CCI, CCCC[N+](CCCC)(CCCC)CCCC, Cc1ccccc1, CCOC(C)=O, O. The product is CCOC1CN(c2cc(C(C)=O)cc(C(C)(C)C)c2OC)CC1OCOC. RXN SMILES: [Br-:42].[C:4]([CH3:5])([CH3:6])([CH3:7])[c:8]1[cH:9][c:10]([C:26]([CH3:27])=[O:28])[cH:11][c:12]([N:16]2[CH2:17][CH:18]([OH:25])[CH:19]([O:21][CH2:22][O:23][CH3:24])[CH2:20]2)[c:13]1[O:14][CH3:15].[CH2:1]([CH3:2])[I:3].[CH2:43]([N+:44]([CH2:45][CH2:46][CH2:47][CH3:48])([CH2:49][CH2:50][CH2:51][CH3:52])[CH2:53][CH2:54][CH2:55][CH3:56])[CH2:57][CH2:58][CH3:59].[CH3:29][c:30]1[cH:31][cH:32][cH:33][cH:34][cH:35]1.[CH3:36][CH2:37][O:38][C:39](=[O:40])[CH3:41].[OH2:60]>>[CH2:1]([CH3:2])[O:25][CH:18]1[CH2:17][N:16]([c:12]2[cH:11][c:10]([C:26]([CH3:27])=[O:28])[cH:9][c:8]([C:4]([CH3:5])([CH3:6])[CH3:7])[c:13]2[O:14][CH3:15])[CH2:20][CH:19]1[O:21][CH2:22][O:23][CH3:24]. Reactants: CC(=O)O, COC(=O)c1ccccc1C(=O)c1ccc(N)c([N+](=O)[O-])c1, O, O, Cl[Sn]Cl. Product: COC(=O)c1ccccc1C(=O)c1ccc(N)c(N)c1. Reaction SMILES: [CH3:28][C:29](=[O:30])[OH:31].[NH2:1][c:2]1[c:3]([N+:20]([O-:21])=[O:22])[cH:4][c:5]([C:8](=[O:9])[c:10]2[c:11]([C:12](=[O:13])[O:14][CH3:15])[cH:16][cH:17][cH:18][cH:19]2)[cH:6][cH:7]1.[OH2:23].[OH2:24].[Sn:25]([Cl:26])[Cl:27]>>[NH2:1][c:2]1[c:3]([NH2:20])[cH:4][c:5]([C:8](=[O:9])[c:10]2[c:11]([C:12](=[O:13])[O:14][CH3:15])[cH:16][cH:17][cH:18][cH:19]2)[cH:6][cH:7]1. The reactants are [N+](=O)([O-])C=1C=C(C=CC1)O (3-nitrophenol), ClCC=1OC=CC1 (2-(chloromethyl)furan), C([O-])([O-])=O.[K+].[K+] (potassium carbonate). Solvent: CN(C)C=O (DMF). Conditions: temperature 80 celsius, time 3 hour. The product is [N+](=O)([O-])C=1C=C(OCC=2OC=CC2)C=CC1 (2-[(3-nitrophenoxy)methyl]furan). Isolated yield 91.0%. Reaction SMILES: [N+:1]([C:4]1[CH:5]=[C:6]([OH:10])[CH:7]=[CH:8][CH:9]=1)([O-:3])=[O:2].Cl[CH2:12][C:13]1[O:14][CH:15]=[CH:16][CH:17]=1.C(=O)([O-])[O-].[K+].[K+]>CN(C=O)C>[N+:1]([C:4]1[CH:5]=[C:6]([CH:7]=[CH:8][CH:9]=1)[O:10][CH2:12][C:13]1[O:14][CH:15]=[CH:16][CH:17]=1)([O-:3])=[O:2] |f:2.3.4|. Procedure: 20 mL of DMF was blended with 2.0 g (14.4 mmol) of 3-nitrophenol, 3.57 g (30.6 mmol) of 2-(chloromethyl)furan, and 2.0 g (14.4 mmol) of potassium carbonate, and the mixture was stirred at 80° C. for 3 hours. After cooling the reaction solution to room temperature, the reaction solution was extracted with ethyl acetate, and resultant solid material was washed with water 3 times and with a saturated sodium chloride solution, and dried over magnesium sulfate. Thereafter, filtration was conducted an...